describe an organic reaction: reactants, conditions, products, and yield From a dataset of the Open Reaction Database (ORD), a public repository of structured organic reaction records. Reactants: CC12CCCC(C2CCC1C(C=CC(C(C)C)C)C)O (octahydro-7a-methyl-1-(1,4,5-trimethyl-2-hexenyl)-1H-inden-4-ol), N1C=NC=C1 (imidazole), Cl[Si](CC)(CC)CC (chlorotriethylsilane). Run in CN(C=O)C (dimethylformamide). Conditions: time 24 hour. Product: CC12CCCC(C2CCC1C(C=CC(C(C)C)C)C)O[Si](CC)(CC)CC (Octahydro-7a-methyl-4-[(triethylsilyl)oxy]-1-(1,4,5-trimethyl-2-hexenyl)-1H-indene). RXN SMILES: [CH3:1][C:2]12[CH:10]([CH:11]([CH3:19])[CH:12]=[CH:13][CH:14]([CH3:18])[CH:15]([CH3:17])[CH3:16])[CH2:9][CH2:8][CH:7]1[CH:6]([OH:20])[CH2:5][CH2:4][CH2:3]2.N1C=CN=C1.Cl[Si:27]([CH2:32][CH3:33])([CH2:30][CH3:31])[CH2:28][CH3:29]>CN(C)C=O>[CH3:1][C:2]12[CH:10]([CH:11]([CH3:19])[CH:12]=[CH:13][CH:14]([CH3:18])[CH:15]([CH3:16])[CH3:17])[CH2:9][CH2:8][CH:7]1[CH:6]([O:20][Si:27]([CH2:32][CH3:33])([CH2:30][CH3:31])[CH2:28][CH3:29])[CH2:5][CH2:4][CH2:3]2. Procedure details: 12.95 g of [1R-[1α[1R*,4S*-(E)],3aβ,4α,7aα]]-octahydro-7a-methyl-1-(1,4,5-trimethyl-2-hexenyl)-1H-inden-4-ol 1 is introduced into 220 ml of dimethylformamide [H. H. Inhoffen et al. Chem. Ber. 91, 781 (1958)], 5.33 g of imidazole and 10.78 ml of chlorotriethylsilane are added, and it is stirred for 24 hours at room temperature. It is quenched with sodium chloride solution, extracted with ethyl acetate, the organic phase is washed with sodium chloride solution and dried on sodium sulfate. After th...